This data is from the Open Reaction Database (ORD), a public repository of structured organic reaction records. The task is: describe an organic reaction: reactants, conditions, products, and yield The reactants are OC(C#CCCCCC)C1C(C(CC1)OC1OCCCC1)CCCCCCC(=O)O (2-(1-hydroxy-2-octynyl)-5-(tetrahydropyran-2-yloxy)-cyclopentaneheptanoic acid), C(C)(=O)OC(C)=O (acetic anhydride). The solvent is N1=CC=CC=C1 (pyridine). Conditions: time 8 hour. Product: C(C)(=O)OC(C#CCCCCC)C1C(C(CC1)OC1OCCCC1)CCCCCCC(=O)O (2-(1-acetoxy-2-octynyl)-5-(tetrahydropyran-2-yloxy)-cyclopentaneheptanoic acid). As a reaction SMILES: [OH:1][CH:2]([CH:10]1[CH2:14][CH2:13][CH:12]([O:15][CH:16]2[CH2:21][CH2:20][CH2:19][CH2:18][O:17]2)[CH:11]1[CH2:22][CH2:23][CH2:24][CH2:25][CH2:26][CH2:27][C:28]([OH:30])=[O:29])[C:3]#[C:4][CH2:5][CH2:6][CH2:7][CH2:8][CH3:9].[C:31](OC(=O)C)(=[O:33])[CH3:32]>N1C=CC=CC=1>[C:31]([O:1][CH:2]([CH:10]1[CH2:14][CH2:13][CH:12]([O:15][CH:16]2[CH2:21][CH2:20][CH2:19][CH2:18][O:17]2)[CH:11]1[CH2:22][CH2:23][CH2:24][CH2:25][CH2:26][CH2:27][C:28]([OH:30])=[O:29])[C:3]#[C:4][CH2:5][CH2:6][CH2:7][CH2:8][CH3:9])(=[O:33])[CH3:32]. Procedure: To a solution of 2-(1-hydroxy-2-octynyl)-5-(tetrahydropyran-2-yloxy)-cyclopentaneheptanoic acid (11.5 g), described in Example 2, in dry pyridine (50 ml), acetic anhydride (35.6 ml) is added. The mixture is stirred overnight. The solvent is removed under reduced pressure. The residue is dissolved in ether and the solution is washed with ether, dried and concentrated to yield 2-(1-acetoxy-2-octynyl)-5-(tetrahydropyran-2-yloxy)-cyclopentaneheptanoic acid, (3; R1 = H, R2 = tetrahydropyran-2-yl and ... The reactants are C(C1=CC=CC=C1)N1N=C(C=2CCNCCC12)C1=CC=C(C=C1)Cl (1-Benzyl-3-(4-chloro-phenyl)-1,4,5,6,7,8-hexahydro-1,2,6-triaza-azulene), C(=O)([O-])[O-].[Na+].[Na+] (Na2CO3), COC(CBr)=O (bromoacetic methyl ester). Run in CC(=O)C (acetone). Run at time 1 hour. Yields the product COC(CN1CCC=2C(=NN(C2CC1)CC1=CC=CC=C1)C1=CC=C(C=C1)Cl)=O ([1-Benzyl-3-(4-chloro-phenyl)-4,5,7,8-tetrahydro-1H-1,2,6-triaza-azulen-6-yl]-acetic acid methyl ester). As a reaction SMILES: [CH2:1]([N:8]1[C:17]2[CH2:16][CH2:15][NH:14][CH2:13][CH2:12][C:11]=2[C:10]([C:18]2[CH:23]=[CH:22][C:21]([Cl:24])=[CH:20][CH:19]=2)=[N:9]1)[C:2]1[CH:7]=[CH:6][CH:5]=[CH:4][CH:3]=1.C([O-])([O-])=O.[Na+].[Na+].[CH3:31][O:32][C:33](=[O:36])[CH2:34]Br>CC(C)=O>[CH3:31][O:32][C:33](=[O:36])[CH2:34][N:14]1[CH2:15][CH2:16][C:17]2[N:8]([CH2:1][C:2]3[CH:7]=[CH:6][CH:5]=[CH:4][CH:3]=3)[N:9]=[C:10]([C:18]3[CH:23]=[CH:22][C:21]([Cl:24])=[CH:20][CH:19]=3)[C:11]=2[CH2:12][CH2:13]1 |f:1.2.3|. Procedure details: To a solution of 1-benzyl-3-(4-chloro-phenyl)-1,4,5,6,7,8-hexahydro-1,2,6-triaza-azulene (Example 59, Step E; 1 mmol) in acetone (3 mL) was added Na2CO3 (2 mmol) and bromoacetic methyl ester (2 mmol). The mixture was stirred at RT for 1 h. After concentration and purification (SiO2, 2 M NH3 in MeOH/CH2Cl2), the title compound was obtained (60 mg). MS (ESI): exact mass calculated for C23H24ClN3O2, 409.16. found, m/z 410.1 [M+H]+. 1H NMR (500 MHz, CDCl3): 7.44-7.42 (m, 2H), 7.31-7.29 (m, 2H), 7.25... Reaction SMILES: [C:1]1([NH:7][C:8]([C:10]2[C:15]([N:16]([S:20]([C:23]3[CH:28]=[CH:27][C:26]([Cl:29])=[C:25]([C:30]([F:33])([F:32])[F:31])[CH:24]=3)(=O)=[O:21])COC)=[CH:14][C:13]([Cl:34])=[CH:12][N:11]=2)=[O:9])[CH:6]=[CH:5][CH:4]=[CH:3][CH:2]=1.Cl>O.O1CCOCC1>[C:1]1([NH:7][C:8]([C:10]2[C:15]([NH:16][S:20]([C:23]3[CH:28]=[CH:27][C:26]([Cl:29])=[C:25]([C:30]([F:33])([F:32])[F:31])[CH:24]=3)=[O:21])=[CH:14][C:13]([Cl:34])=[CH:12][N:11]=2)=[O:9])[CH:2]=[CH:3][CH:4]=[CH:5][CH:6]=1. Yields the product C1(=CC=CC=C1)NC(=O)C1=NC=C(C=C1NS(=O)C1=CC(=C(C=C1)Cl)C(F)(F)F)Cl (5-Chloro-3-(4-chloro-3-trifluoromethyl-benzenesulfinylamino)-pyridine-2-carboxylic acid phenylamide). The solvent is O (water), O1CCOCC1 (dioxane). The reactants are C1(=CC=CC=C1)NC(=O)C1=NC=C(C=C1N(COC)S(=O)(=O)C1=CC(=C(C=C1)Cl)C(F)(F)F)Cl (5-Chloro-3-[(4-chloro-3-trifluoromethyl-benzenesulfonyl)-methoxymethyl-amino]-pyridine-2-carboxylic acid phenylamide), Cl (HCl). Procedure: 5-Chloro-3-[(4-chloro-3-trifluoromethyl-benzenesulfonyl)-methoxymethyl-amino]-pyridine-2-carboxylic acid phenylamide (120 mg, 0.224 mmol) was magnetically stirred in water (1.0 mL) and 4N HCl in dioxane (2.5 mL) at 85° C. (oil bath) for 4 h. Upon consumption of the reactant, the reaction mixture was concentrated, the residue neutralized (pH 7) with aqueous sodium bicarbonate, and the aqueous layer was extracted with EtOAc (3×80 mL). The combined organic extracts were dried (MgSO4), filtered, and... As a reaction SMILES: [CH3:1][O:2][c:3]1[cH:4][cH:5][c:6]([NH:9][NH:10][C:11](=[O:12])[NH2:13])[cH:7][n:8]1.[CH3:20][O:21][c:22]1[cH:23][cH:24][c:25]([C:26](=[O:27])[Cl:28])[cH:29][cH:30]1.[CH3:32][c:33]1[cH:34][cH:35][cH:36][cH:37][cH:38]1.[OH2:31].[cH:14]1[cH:15][cH:16][n:17][cH:18][cH:19]1>>[CH3:1][O:2][c:3]1[cH:4][cH:5][c:6]([N:9]([NH:10][C:11](=[O:12])[NH2:13])[C:26]([c:25]2[cH:24][cH:23][c:22]([O:21][CH3:20])[cH:30][cH:29]2)=[O:27])[cH:7][n:8]1. The product is COc1ccc(C(=O)N(NC(N)=O)c2ccc(OC)nc2)cc1. The reactants are COc1ccc(NNC(N)=O)cn1, COc1ccc(C(=O)Cl)cc1, Cc1ccccc1, O, c1ccncc1. Starting materials: COc1cc(CO)cc(C)n1, CC(=O)O, [Na+], O=C1CCC(=O)N1Br, [OH-]. The product is COc1cc(CO)c(Br)c(C)n1. As a reaction SMILES: [CH3:1][O:2][c:3]1[n:4][c:5]([CH3:11])[cH:6][c:7]([CH2:9][OH:10])[cH:8]1.[CH3:22][C:23](=[O:24])[OH:25].[Na+:21].[O:12]=[C:13]1[N:14]([Br:19])[C:15](=[O:16])[CH2:17][CH2:18]1.[OH-:20]>>[CH3:1][O:2][c:3]1[n:4][c:5]([CH3:11])[c:6]([Br:19])[c:7]([CH2:9][OH:10])[cH:8]1. The reactants are CCO, CCOC(=O)C=C1CCCc2c1cnn2-c1ccccc1. The product is CCOC(=O)CC1CCCc2c1cnn2-c1ccccc1. RXN SMILES: [CH3:22][CH2:23][OH:24].[c:1]1(-[n:7]2[n:8][cH:9][c:10]3[c:15]2[CH2:14][CH2:13][CH2:12][C:11]3=[CH:16][C:17](=[O:18])[O:19][CH2:20][CH3:21])[cH:2][cH:3][cH:4][cH:5][cH:6]1>>[c:1]1(-[n:7]2[n:8][cH:9][c:10]3[c:15]2[CH2:14][CH2:13][CH2:12][CH:11]3[CH2:16][C:17](=[O:18])[O:19][CH2:20][CH3:21])[cH:2][cH:3][cH:4][cH:5][cH:6]1. Reactants: N1=C(C=CC=C1)NS(=O)(=O)C1=CC=C(C=C1)C=1NC(C(C(=O)O)=CC1)=O (6-[4-(2-pyridylaminosulfonyl)phenyl]-1,2-dihydro-2-oxonicotinic acid), S(=O)(Cl)Cl (thionyl chloride). Run in CN(C=O)C (dimethylformamide). Product: Cl.N1=C(C=CC=C1)NS(=O)(=O)C1=CC=C(C=C1)C=1NC(C(CCl)=CC1)=O (6-[4-(2-pyridylaminosulfonyl)phenyl]-1,2-dihydro-2-oxonicotinyl chloride hydrochloride). RXN SMILES: [N:1]1[CH:6]=[CH:5][CH:4]=[CH:3][C:2]=1[NH:7][S:8]([C:11]1[CH:16]=[CH:15][C:14]([C:17]2[NH:18][C:19](=[O:26])[C:20](=[CH:24][CH:25]=2)[C:21](O)=O)=[CH:13][CH:12]=1)(=[O:10])=[O:9].S(Cl)([Cl:29])=O>CN(C)C=O>[ClH:29].[N:1]1[CH:6]=[CH:5][CH:4]=[CH:3][C:2]=1[NH:7][S:8]([C:11]1[CH:16]=[CH:15][C:14]([C:17]2[NH:18][C:19](=[O:26])[C:20](=[CH:24][CH:25]=2)[CH2:21][Cl:29])=[CH:13][CH:12]=1)(=[O:10])=[O:9] |f:3.4|. Procedure: From 7.0 g. of 6-[4-(2-pyridylaminosulfonyl)phenyl]-1,2-dihydro-2-oxonicotinic acid in 200 ml. of thionyl chloride, and 1.5 ml. of dimethylformamide, following the procedure of c) above, there is obtained 6-[4-(2-pyridylaminosulfonyl)phenyl]-1,2-dihydro-2-oxonicotinyl chloride hydrochloride. Reactants: Nc1cccc(-c2c(Cc3ccccc3)cnc3c(C(F)(F)F)cccc23)c1, O=Cc1cc([N+](=O)[O-])ccc1F. Yields the product O=[N+]([O-])c1ccc(F)c(CNc2cccc(-c3c(Cc4ccccc4)cnc4c(C(F)(F)F)cccc34)c2)c1. Reaction SMILES: [CH2:1]([c:2]1[cH:3][cH:4][cH:5][cH:6][cH:7]1)[c:8]1[cH:9][n:10][c:11]2[c:12]([C:25]([F:26])([F:27])[F:28])[cH:13][cH:14][cH:15][c:16]2[c:17]1-[c:18]1[cH:19][c:20]([NH2:24])[cH:21][cH:22][cH:23]1.[F:29][c:30]1[c:31]([CH:32]=[O:33])[cH:34][c:35]([N+:38](=[O:39])[O-:40])[cH:36][cH:37]1>>[CH2:1]([c:2]1[cH:3][cH:4][cH:5][cH:6][cH:7]1)[c:8]1[cH:9][n:10][c:11]2[c:12]([C:25]([F:26])([F:27])[F:28])[cH:13][cH:14][cH:15][c:16]2[c:17]1-[c:18]1[cH:19][c:20]([NH:24][CH2:32][c:31]2[c:30]([F:29])[cH:37][cH:36][c:35]([N+:38](=[O:39])[O-:40])[cH:34]2)[cH:21][cH:22][cH:23]1. The reactants are CN1CCCC1=O, N#Cc1n[nH]c2nc(F)ccc12, O, OCCN1CCNCC1. Product: N#Cc1n[nH]c2nc(N3CCN(CCO)CC3)ccc12. As a reaction SMILES: [CH3:23][N:24]1[CH2:25][CH2:26][CH2:27][C:28]1=[O:29].[F:1][c:2]1[cH:3][cH:4][c:5]2[c:6]([n:7]1)[nH:8][n:9][c:10]2[C:11]#[N:12].[OH2:22].[OH:13][CH2:14][CH2:15][N:16]1[CH2:17][CH2:18][NH:19][CH2:20][CH2:21]1>>[c:2]1([N:19]2[CH2:18][CH2:17][N:16]([CH2:15][CH2:14][OH:13])[CH2:21][CH2:20]2)[cH:3][cH:4][c:5]2[c:6]([n:7]1)[nH:8][n:9][c:10]2[C:11]#[N:12].